From a dataset of the Open Reaction Database (ORD), a public repository of structured organic reaction records. describe an organic reaction: reactants, conditions, products, and yield Starting materials: S1C=CC=C1 (Thiophene), BrCCCCCCCC (1-bromooctane), C1CCOC1 (THF), C(CCC)[Li] (n-butyllithium). Run in CCCCCC (n-hexane), O (water). Run at temperature -78 celsius, time 1 hour. The product is C(CCCCCCC)C=1SC=CC1 (2-octylthiophene). Yield: 107.1%. RXN SMILES: [S:1]1[CH:5]=[CH:4][CH:3]=[CH:2]1.C1COCC1.C([Li])CCC.Br[CH2:17][CH2:18][CH2:19][CH2:20][CH2:21][CH2:22][CH2:23][CH3:24]>CCCCCC.O>[CH2:17]([C:2]1[S:1][CH:5]=[CH:4][CH:3]=1)[CH2:18][CH2:19][CH2:20][CH2:21][CH2:22][CH2:23][CH3:24]. Procedure details: Thiophene (59.9 g, 0.713 mol) and dehydrated tetrahydrofran (hereinafter referred to as “THF”) (200 ml) were placed in a 1000-ml three-necked flask equipped with a 200-ml dropping funnel and a reflux tube. The solution was cooled to −78° C., and a solution (200 ml) of n-butyllithium (2.6 M) in n-hexane was added dropwise to the cooled solution over a period of about one hr. After the completion of the dropwise addition, the mixture was stirred at −78° C. for about one hr. Thereafter, the reactio...